From a dataset of the Open Reaction Database (ORD), a public repository of structured organic reaction records. describe an organic reaction: reactants, conditions, products, and yield The reactants are CC[SiH](CC)CC, CCO, ClCCl, CCOC(=O)CC1(O)Cc2ccc(OC)cc2Oc2ccccc21. The product is CCOC(=O)CC1Cc2ccc(OC)cc2Oc2ccccc21. Reaction SMILES: [CH2:25]([SiH:26]([CH2:27][CH3:28])[CH2:29][CH3:30])[CH3:31].[CH3:35][CH2:36][OH:37].[Cl:32][CH2:33][Cl:34].[OH:1][C:2]1([CH2:19][C:20](=[O:21])[O:22][CH2:23][CH3:24])[CH2:3][c:4]2[c:5]([cH:13][c:14]([O:17][CH3:18])[cH:15][cH:16]2)[O:6][c:7]2[c:8]1[cH:9][cH:10][cH:11][cH:12]2>>[CH:2]1([CH2:19][C:20](=[O:21])[O:22][CH2:23][CH3:24])[CH2:3][c:4]2[c:5]([cH:13][c:14]([O:17][CH3:18])[cH:15][cH:16]2)[O:6][c:7]2[c:8]1[cH:9][cH:10][cH:11][cH:12]2. Reactants: IC1CCC2C(OC1C2)=O (4-iodo-6-oxa-bicyclo[3.2.1]octan-7-one), C(C)O (ethanol), [OH-].[Na+] (sodium hydroxide). Yields the product C12CC(CCC2O1)C(=O)OCC (ethyl 7-oxa-bicyclo[4.1.0]heptane-3-carboxylate). Isolated yield 52.0%. As a reaction SMILES: I[CH:2]1[CH:8]2[CH2:9][CH:5]([C:6](=[O:10])[O:7]2)[CH2:4][CH2:3]1.[OH-].[Na+].[CH2:13]([OH:15])[CH3:14]>>[CH:3]12[O:15][CH:13]1[CH2:14][CH2:9][CH:5]([C:6]([O:7][CH2:8][CH3:2])=[O:10])[CH2:4]2 |f:1.2|. Procedure details: To a suspension of Racemate-4-iodo-6-oxa-bicyclo[3.2.1]octan-7-one (45.0 g, 180 mmol) in ethanol (400 mL) was added 2 N aqueous sodium hydroxide (110 mL, 220 mmol) at room temperature while being stirred, and the resulting mixture was stirred for 3 hours. The reaction mixture was concentrated in a bath at a temperature of 35° C. under reduced pressure. Water (500 mL) was added to the resultant oily matter, and the resulting mixture was extracted with ethyl acetate (500 mL). The organic layer was... The reactants are BrC=1C=C(C=CC1F)C12N(OCC1CC(C2)O)CC2=C(C=C(C=C2)OC)OC (racemic (3aRS,5RS,6aSR)-6a-(3-bromo-4-fluorophenyl)-1-(2,4-dimethoxybenzyl)hexahydro-1H-cyclopenta[c]isoxazol-5-ol), C(C)[SiH](CC)CC (triethylsilane). The solvent is C(=O)(C(F)(F)F)O (TFA). Conditions: temperature 80 celsius. Yields the product BrC=1C=C(C=CC1F)C12NOCC1CC(C2)O (Racemic (3 aRS,5RS,6aSR)-6a-(3-Bromo-4-fluorophenyl)hexahydro-1H-cyclopenta[c] isoxazol-5-ol), mixture. Yield: 100.0%. As a reaction SMILES: [Br:1][C:2]1[CH:3]=[C:4]([C:9]23[CH2:16][CH:15]([OH:17])[CH2:14][CH:13]2[CH2:12][O:11][N:10]3CC2C=CC(OC)=CC=2OC)[CH:5]=[CH:6][C:7]=1[F:8].C([SiH](CC)CC)C>C(O)(C(F)(F)F)=O>[Br:1][C:2]1[CH:3]=[C:4]([C:9]23[CH2:16][CH:15]([OH:17])[CH2:14][CH:13]2[CH2:12][O:11][NH:10]3)[CH:5]=[CH:6][C:7]=1[F:8]. Procedure details: A mixture of racemic (3aRS,5RS,6aSR)-6a-(3-bromo-4-fluorophenyl)-1-(2,4-dimethoxybenzyl)hexahydro-1H-cyclopenta[c]isoxazol-5-ol (0.852 g, 1.79 mmol) and triethylsilane (0.624 g, 5.37 mmol) in TFA (4 mL) is heated to 80° C. for 3 h. The reaction is cooled to room temperature and concentrated under reduced pressure to afford a residue that is purified on a SCX column washing sequentially with dichloromethane, methanol and 7 N NH3 in MeOH to give the title compound as racemic mixture (0.57 g, 100%)... Reactants: CC(=O)N1CC(C)(C)c2ccc(NC(=O)c3ccccc3NCc3ccnc4ccccc34)cc21, CCO, Cl. The product is CC1(C)CNc2cc(NC(=O)c3ccccc3NCc3ccnc4ccccc34)ccc21. Reaction SMILES: [C:1](=[O:2])([CH3:3])[N:4]1[CH2:5][C:6]([CH3:34])([CH3:35])[c:7]2[cH:8][cH:9][c:10]([NH:13][C:14]([c:15]3[c:16]([NH:21][CH2:22][c:23]4[cH:24][cH:25][n:26][c:27]5[cH:28][cH:29][cH:30][cH:31][c:32]45)[cH:17][cH:18][cH:19][cH:20]3)=[O:33])[cH:11][c:12]21.[CH3:37][CH2:38][OH:39].[ClH:36]>>[NH:4]1[CH2:5][C:6]([CH3:34])([CH3:35])[c:7]2[cH:8][cH:9][c:10]([NH:13][C:14]([c:15]3[c:16]([NH:21][CH2:22][c:23]4[cH:24][cH:25][n:26][c:27]5[cH:28][cH:29][cH:30][cH:31][c:32]45)[cH:17][cH:18][cH:19][cH:20]3)=[O:33])[cH:11][c:12]21.